This data is from the Open Reaction Database (ORD), a public repository of structured organic reaction records. The task is: describe an organic reaction: reactants, conditions, products, and yield Reactants: C(C1=CC=CC=C1)N1CC2C(C1)CCOC2 (2-benzyloctahydropyrano[3,4-c]pyrrole). Reagents/catalysts: [OH-].[OH-].[Pd+2] (Pd(OH)2). Solvent: CCO (EtOH). Run at time 12 hour. Yields the product C1C2C(CN1)COCC2 (octahydropyrano[3,4-c]pyrrole). Isolated yield 53.2%. As a reaction SMILES: C([N:8]1[CH2:12][CH:11]2[CH2:13][CH2:14][O:15][CH2:16][CH:10]2[CH2:9]1)C1C=CC=CC=1>CCO.[OH-].[OH-].[Pd+2]>[CH2:12]1[NH:8][CH2:9][CH:10]2[CH2:16][O:15][CH2:14][CH2:13][CH:11]12 |f:2.3.4|. Reported procedure: To a solution of 2-benzyloctahydropyrano[3,4-c]pyrrole (0.45 g) in EtOH (30 mL) was added 20% Pd(OH)2 (0.30 g). The suspension was stirred under H2 for 12 h and filtered. The filtrate was concentrated in vacuo to give the title compound (0.14 g). The compound was characterized by the following spectroscopic data: MS (ESI, pos. ion) m/z: 128.3 (M+1).